Dataset: the Open Reaction Database (ORD), a public repository of structured organic reaction records. Task: describe an organic reaction: reactants, conditions, products, and yield Starting materials: C=1(C(=CC=CC1)N=C=O)C (o-tolyl isocyanate), COC=1C=C(C(C(=O)OC)=CC1OC)N (methyl 4,5-dimethoxyanthranilate), C[O-].[Na+] (sodium methoxide). The solvent is C1(=CC=CC=C1)C (toluene), C1(=CC=CC=C1)C (toluene). Reaction conditions: temperature 90 celsius, time 2 hour. The product is C1(=C(C=CC=C1)N1C(NC2=CC(=C(C=C2C1=O)OC)OC)=O)C (3-(2-tolyl)-6,7-dimethoxy-2,4(1H,3H)-quinazolinedione). Yield: 92.9%. Reaction SMILES: [C:1]1([CH3:10])[C:2]([N:7]=[C:8]=[O:9])=[CH:3][CH:4]=[CH:5][CH:6]=1.[CH3:11][O:12][C:13]1[CH:14]=[C:15]([NH2:25])[C:16](=[CH:21][C:22]=1[O:23][CH3:24])[C:17](OC)=[O:18].C[O-].[Na+]>C1(C)C=CC=CC=1>[C:1]1([CH3:10])[CH:6]=[CH:5][CH:4]=[CH:3][C:2]=1[N:7]1[C:17](=[O:18])[C:16]2[C:15](=[CH:14][C:13]([O:12][CH3:11])=[C:22]([O:23][CH3:24])[CH:21]=2)[NH:25][C:8]1=[O:9] |f:2.3|. Reported procedure: A solution of o-tolyl isocyanate (13.3 g, 0.10 mol) in toluene (40 ml) is metered at room temperature into a solution of methyl 4,5-dimethoxyanthranilate (21.1 g, 0.10 mol) in toluene (70 ml). After addition is complete, the mixture is stirred at 90° C. for 2 hours. 1.80 ml of a 30% strength solution of methanolic sodium methoxide (0.010 mol) are metered in and the mixture is stirred at 90° C. for a further 1 hour, methanol being distilled off. After cooling, the product is filtered off with suc... Reactants: N(=[N+]=[N-])C1C(NC2=C(CC1)C=CC=C2)=O (3-azido-2,3,4,5-tetrahydro-1H[1]benzazepin-2-one), CC(C)([O-])C.[K+] (potassium tert-butoxide), BrCC(=O)OCC (ethyl bromoacetate). Run in O1CCCC1 (tetrahydrofuran), O1CCCC1 (tetrahydrofuran). Run at time 1 hour. Yields the product N(=[N+]=[N-])C1C(N(C2=C(CC1)C=CC=C2)CC(=O)OCC)=O (3-azido-1-ethoxycarbonylmethyl-2,3,4,5-tetrahydro-1H-[1]-benzazepin-2-one). As a reaction SMILES: [N:1]([CH:4]1[CH2:10][CH2:9][C:8]2[CH:11]=[CH:12][CH:13]=[CH:14][C:7]=2[NH:6][C:5]1=[O:15])=[N+:2]=[N-:3].CC(C)([O-])C.[K+].Br[CH2:23][C:24]([O:26][CH2:27][CH3:28])=[O:25]>O1CCCC1>[N:1]([CH:4]1[CH2:10][CH2:9][C:8]2[CH:11]=[CH:12][CH:13]=[CH:14][C:7]=2[N:6]([CH2:23][C:24]([O:26][CH2:27][CH3:28])=[O:25])[C:5]1=[O:15])=[N+:2]=[N-:3] |f:1.2|. Procedure: 3-azido-2,3,4,5-tetrahydro-1H[1]benzazepin-2-one (see example 1, 5.0 kg) was added portionwise under nitrogen to potassium tert-butoxide (3.03 kg) in dry tetrahydrofuran (50 liters) at such a rate that the temperature is is maintained below 5°, and the reaction mixture was stirred for 1 hour after the addition is completed. A solution of ethyl bromoacetate (4.38 kg) in tetrahydrofuran (5 liters) was then added slowly so as to maintain the temperature below 5°. The reaction mixture was then store... Starting materials: B#B (Diborane), solution, CC(C(=O)O)CC1=CC=C(C=C1)Br (2-methyl-3-(4-bromophenyl)propanoic acid), O (water), O (Water), 0C, C([O-])([O-])=O.[K+].[K+] (potassium carbonate). Solvent: C1CCOC1 (THF), C1CCOC1 (THF). Product: CC(CO)CC1=CC=C(C=C1)Br (2-methyl-3-(4-bromophenyl)propanol). Yield: 102.0%. RXN SMILES: B#B.[CH3:3][CH:4]([CH2:8][C:9]1[CH:14]=[CH:13][C:12]([Br:15])=[CH:11][CH:10]=1)[C:5](O)=[O:6].O.C(=O)([O-])[O-].[K+].[K+]>C1COCC1>[CH3:3][CH:4]([CH2:8][C:9]1[CH:10]=[CH:11][C:12]([Br:15])=[CH:13][CH:14]=1)[CH2:5][OH:6] |f:3.4.5|. Procedure details: Diborane (192 ml of a 1.0M solution in THF) was added dropwise over 25 minutes to a solution of 2-methyl-3-(4-bromophenyl)propanoic acid (38.9 g) in THF (240 ml) at 0° C. The reaction mixture was stirred for 45 minutes at 0C and then allowed to warm to ambient temperature over 2 hours. Water (120 ml) was added followed by solid potassium carbonate (144 g) and then more water (80 ml). The reaction mixture was extracted with diethyl ether (3×250 ml), the combined organic layers were dried (MgSO4) ...